The task is: describe an organic reaction: reactants, conditions, products, and yield. This data is from the Open Reaction Database (ORD), a public repository of structured organic reaction records. The reactants are CC(C(NC1=CC=CC=C1)=O)(C)NC(=O)C1=NN(C=C(C1=O)OC)C1=CC(=CC=C1)C(F)(F)F (N-[1,1-dimethyl-2-oxo-2-(phenylamino)ethyl]-5-methoxy-4-oxo-1-[3-(trifluoromethyl)phenyl]-1,4-dihydropyridazine-3-carboxamide), C(C)(=O)[O-].[Na+] (sodium acetate), C(C)(=O)O (acetic acid). Run in O (water). Product: CC1(N=C(N(C1=O)C1=CC=CC=C1)C1=NN(C=C(C1=O)OC)C1=CC(=CC=C1)C(F)(F)F)C (3-(4,4-dimethyl-5-oxo-1-phenyl-4,5-dihydro-1H-imidazol-2-yl)-5-methoxy-1-[3-(trifluoromethyl)phenyl]pyridazin-4(1H)-one). Isolated yield 27.1%. As a reaction SMILES: [CH3:1][C:2]([NH:13][C:14]([C:16]1[C:21](=[O:22])[C:20]([O:23][CH3:24])=[CH:19][N:18]([C:25]2[CH:30]=[CH:29][CH:28]=[C:27]([C:31]([F:34])([F:33])[F:32])[CH:26]=2)[N:17]=1)=O)([CH3:12])[C:3](=[O:11])[NH:4][C:5]1[CH:10]=[CH:9][CH:8]=[CH:7][CH:6]=1.C([O-])(=O)C.[Na+].C(O)(=O)C>O>[CH3:1][C:2]1([CH3:12])[C:3](=[O:11])[N:4]([C:5]2[CH:10]=[CH:9][CH:8]=[CH:7][CH:6]=2)[C:14]([C:16]2[C:21](=[O:22])[C:20]([O:23][CH3:24])=[CH:19][N:18]([C:25]3[CH:30]=[CH:29][CH:28]=[C:27]([C:31]([F:34])([F:33])[F:32])[CH:26]=3)[N:17]=2)=[N:13]1 |f:1.2|. Procedure: A mixture of N-[1,1-dimethyl-2-oxo-2-(phenylamino)ethyl]-5-methoxy-4-oxo-1-[3-(trifluoromethyl)phenyl]-1,4-dihydropyridazine-3-carboxamide (142 mg), sodium acetate (74 mg) and acetic acid (1 mL) was irradiated with microwave at 120° C. for 2 hr. After cooling to room temperature, to the reaction mixture was added water, and the mixture was extracted with ethyl acetate. The extract was washed with saturated aqueous sodium hydrogen carbonate solution, dried over sodium sulfate, and concentrated un... The reactants are Cl.Cl.NC=1NC=2NCC(NC2C(N1)=O)C(C(C)O)O (2-Amino-6-(1,2-dihydroxy-propyl)-5,6,7,8-tetrahydro-1H-pteridin-4-one dihydrochloride), C(C)(=O)OC(C)=O (Acetic anhydride). The solvent is C(C)(=O)O (acetic acid). The product is C(C)(=O)OC(C(C1N(C=2C(NC(=NC2NC1)N)=O)C(C)=O)OC(C)=O)C (Acetic acid 2-acetoxy-1-(5-acetyl-2-amino-4-oxo-3,4,5,6,7,8-hexahydro-pteridin-6-yl)-propyl ester). Yield: 163.3%. RXN SMILES: Cl.Cl.[NH2:3][C:4]1[NH:5][C:6]2[NH:7][CH2:8][CH:9]([CH:15]([OH:19])[CH:16]([OH:18])[CH3:17])[NH:10][C:11]=2[C:12](=[O:14])[N:13]=1.C(O[C:24](=[O:26])[CH3:25])(=O)C>C(O)(=O)C>[C:12]([O:18][CH:16]([CH3:17])[CH:15]([O:19][C:24](=[O:26])[CH3:25])[CH:9]1[CH2:8][NH:7][C:6]2[N:5]=[C:4]([NH2:3])[NH:13][C:12](=[O:14])[C:11]=2[N:10]1[C:16](=[O:18])[CH3:15])(=[O:14])[CH3:11] |f:0.1.2|. Procedure details: 2-Amino-6-(1,2-dihydroxy-propyl)-5,6,7,8-tetrahydro-1H-pteridin-4-one dihydrochloride (0.1 g, 0.32 mmol) was slurried in acetic acid (3 ml). Acetic anhydride (300 uL, 3.2 mmol) was added and the mixture heated to reflux for 12 h. The reaction was concentrated and the crude material was purified by preparative RP-HPLC to give the final product as a white solid (0.096 g, 82%). 1H NMR (CD3OD) δ 5.15 (dd, J=2.4 Hz, J=10 Hz, 1H), 4.95-4.90 (m, 1H), 3.36 (d, J=13.6 Hz, 1H), 3.22 (dd, J=4.4 Hz, J=13.2 ... The reactants are C(#N)[BH3-].[Na+] (sodium cyano borohydride), CO (methanol), NC1=C(C(C2=C(C=CC=C2)CNC(=O)OC(C)(C)C)O)C=C(C=C1)Cl (2-amino-5-chloro-α-(2-tert-butoxycarbonylaminomethylphenyl)benzyl alcohol), CC(C=O)(C)C (trimethyl acetaldehyde). Run in C(C)(=O)O (acetic acid), C(C)OC(C)=O (acetic acid ethyl ester). Run at time 10 minute. Yields the product ClC=1C=CC(=C(C(C2=C(C=CC=C2)CNC(=O)OC(C)(C)C)O)C1)NCC(C)(C)C (5-chloro-α-(2-tert-butoxycarbonylaminomethylphenyl)-2-neopentylaminobenzyl alcohol). Yield: 102.2%. As a reaction SMILES: CO.[NH2:3][C:4]1[CH:26]=[CH:25][C:24]([Cl:27])=[CH:23][C:5]=1[CH:6]([OH:22])[C:7]1[CH:12]=[CH:11][CH:10]=[CH:9][C:8]=1[CH2:13][NH:14][C:15]([O:17][C:18]([CH3:21])([CH3:20])[CH3:19])=[O:16].[CH3:28][C:29]([CH3:33])([CH3:32])[CH:30]=O.C([BH3-])#N.[Na+]>C(OC(=O)C)C.C(O)(=O)C>[Cl:27][C:24]1[CH:25]=[CH:26][C:4]([NH:3][CH2:28][C:29]([CH3:33])([CH3:32])[CH3:30])=[C:5]([CH:23]=1)[CH:6]([OH:22])[C:7]1[CH:12]=[CH:11][CH:10]=[CH:9][C:8]=1[CH2:13][NH:14][C:15]([O:17][C:18]([CH3:19])([CH3:20])[CH3:21])=[O:16] |f:3.4|. Reported procedure: To a methanol (5 ml) solution of 2-amino-5-chloro-α-(2-tert-butoxycarbonylaminomethylphenyl)benzyl alcohol (0.5 g) were added trimethyl acetaldehyde (132 mg) and acetic acid (92 mg). The mixture was stirred for 10 minutes at room temperature, to which was added sodium cyano borohydride (97 mg), followed by stirring for one hour at room temperature. To the reaction mixture was added acetic acid ethyl ester (50 ml). The mixture was washed with water and dried over anhydrous Na2SO4. The solvent was... The reactants are [H-].[Na+] (sodium hydride), N1N=CC=C1 (pyrazole), Cl.Cl.ClCC1=CC=C(C=C1)C=1C(=NC=CN1)N1CCN(CC1)CC=1C=NN(C1C)C (3′-(4-chloromethyl-phenyl)-4-(1,5-dimethyl-1H-pyrazol-4-ylmethyl)-3,4,5,6-tetrahydro-2H-[1,2′]bipyrazinyl dihydrochloride). The solvent is CN(C)C=O (DMF), CN(C)C=O (DMF). Run at temperature 5 celsius, time 30 minute. The product is CN1N=CC(=C1C)CN1CCN(CC1)C1=NC=CN=C1C1=CC=C(C=C1)CN1N=CC=C1 (4-(1,5-dimethyl-1H-pyrazol-4-ylmethyl)-3′-(4-pyrazol-1-ylmethyl-phenyl)-3,4,5,6-tetrahydro-2H-[1,2′]bipyrazinyl). Isolated yield 60.5%. RXN SMILES: [H-].[Na+].[NH:3]1[CH:7]=[CH:6][CH:5]=[N:4]1.Cl.Cl.Cl[CH2:11][C:12]1[CH:17]=[CH:16][C:15]([C:18]2[C:19]([N:24]3[CH2:29][CH2:28][N:27]([CH2:30][C:31]4[CH:32]=[N:33][N:34]([CH3:37])[C:35]=4[CH3:36])[CH2:26][CH2:25]3)=[N:20][CH:21]=[CH:22][N:23]=2)=[CH:14][CH:13]=1>CN(C=O)C>[CH3:37][N:34]1[C:35]([CH3:36])=[C:31]([CH2:30][N:27]2[CH2:26][CH2:25][N:24]([C:19]3[C:18]([C:15]4[CH:16]=[CH:17][C:12]([CH2:11][N:3]5[CH:7]=[CH:6][CH:5]=[N:4]5)=[CH:13][CH:14]=4)=[N:23][CH:22]=[CH:21][N:20]=3)[CH2:29][CH2:28]2)[CH:32]=[N:33]1 |f:0.1,3.4.5|. Procedure details: Add sodium hydride (0.172 g of 60% weight suspension in mineral oil; 2.59 mmol) to a solution of pyrazole (0.183 g; 2.69 mmol) in DMF (5 mL). Cool the mixture to 5° C., stir for 30 min., remove the cooling bath, warm to room temperature and stir for 30 min. Add 3′-(4-chloromethyl-phenyl)-4-(1,5-dimethyl-1H-pyrazol-4-ylmethyl)-3,4,5,6-tetrahydro-2H-[1,2′]bipyrazinyl dihydrochloride (0.253 g; 0.540 mmol) in 6 mL of DMF and stir for 20 hr. at room temperature. Quench with a solution of 10% aq. acet... Starting materials: COc1cc(Cl)c(OC)cc1N, FC(F)(F)c1cc(Cl)nc(-c2cccnc2)n1. Product: Cl, COc1cc(Nc2cc(C(F)(F)F)nc(-c3cccnc3)n2)c(OC)cc1Cl. As a reaction SMILES: [Cl:18][c:19]1[cH:20][c:21]([O:28][CH3:29])[c:22]([NH2:23])[cH:24][c:25]1[O:26][CH3:27].[Cl:1][c:2]1[n:3][c:4](-[c:12]2[cH:13][n:14][cH:15][cH:16][cH:17]2)[n:5][c:6]([C:8]([F:9])([F:10])[F:11])[cH:7]1>>[ClH:1].[c:2]1([NH:23][c:22]2[c:21]([O:28][CH3:29])[cH:20][c:19]([Cl:18])[c:25]([O:26][CH3:27])[cH:24]2)[n:3][c:4](-[c:12]2[cH:13][n:14][cH:15][cH:16][cH:17]2)[n:5][c:6]([C:8]([F:9])([F:10])[F:11])[cH:7]1. Reactants: C(C1=CC=CC=C1)OC([C@@H](NC(=O)OC(C)(C)C)CBr)=O (N-Boc-β-bromoalanine benzyl ester). The reagents and catalysts are [Pd] (Pd—C). Solvent: O1CCCC1 (tetrahydrofuran). Reaction conditions: time 8 hour. Yields the product C(=O)(OC(C)(C)C)N[C@@H](CBr)C(=O)O (Boc-β-bromoalanine). The yield is 103.3%. As a reaction SMILES: C([O:8][C:9](=[O:21])[C@H:10]([CH2:19][Br:20])[NH:11][C:12]([O:14][C:15]([CH3:18])([CH3:17])[CH3:16])=[O:13])C1C=CC=CC=1>O1CCCC1.[Pd]>[C:12]([NH:11][C@H:10]([C:9]([OH:21])=[O:8])[CH2:19][Br:20])([O:14][C:15]([CH3:18])([CH3:17])[CH3:16])=[O:13]. Procedure details: The N-Boc-β-bromoalanine benzyl ester (22.0 g, 61.41 mmoles) was dissolved in tetrahydrofuran (160-180 mL) and treated with 10% Pd—C (10-15% w/w). The suspension was stirred under hydrogen atmosphere overnight. The mixture was filtered and the solvents removed to afford ˜17.0 g of the Boc-β-bromoalanine free acid.